From a dataset of the Open Reaction Database (ORD), a public repository of structured organic reaction records. describe an organic reaction: reactants, conditions, products, and yield Reactants: [BH3-]C#N, O=C([O-])C=CC(=O)[O-], CO, Cl, NCCOC(c1ccc(F)cc1)c1ccc(F)cc1, [Na+], C1CCOC1, O=C(O)C=CC(=O)O, O=CCc1ccccc1. Product: O=C(O)C=CC(=O)O, Fc1ccc(C(OCCNCCc2ccccc2)c2ccc(F)cc2)cc1. As a reaction SMILES: [C:30]([BH3-:31])#[N:32].[C:39]([CH:40]=[CH:41][C:42](=[O:43])[O-:44])(=[O:45])[O-:46].[CH3:55][OH:56].[ClH:1].[F:2][c:3]1[cH:4][cH:5][c:6]([CH:9]([O:10][CH2:11][CH2:12][NH2:13])[c:14]2[cH:15][cH:16][c:17]([F:20])[cH:18][cH:19]2)[cH:7][cH:8]1.[Na+:33].[O:34]1[CH2:35][CH2:36][CH2:37][CH2:38]1.[OH:47][C:48]([CH:49]=[CH:50][C:51](=[O:52])[OH:53])=[O:54].[c:21]1([CH2:27][CH:28]=[O:29])[cH:22][cH:23][cH:24][cH:25][cH:26]1>>[C:39]([CH:40]=[CH:41][C:42](=[O:43])[OH:44])(=[O:45])[OH:46].[F:2][c:3]1[cH:4][cH:5][c:6]([CH:9]([O:10][CH2:11][CH2:12][NH:13][CH2:28][CH2:27][c:21]2[cH:22][cH:23][cH:24][cH:25][cH:26]2)[c:14]2[cH:15][cH:16][c:17]([F:20])[cH:18][cH:19]2)[cH:7][cH:8]1. Reaction SMILES: Cl.[NH2:2][C:3]([NH2:5])=[NH:4].[Na+].[Cl-].NC(N)=N.C[O:13][C:14](=O)[CH2:15][N:16]1[C:20]([C:21]2[CH:26]=[CH:25][C:24]([N:27]3[CH2:32][CH2:31][CH2:30][CH2:29][CH2:28]3)=[CH:23][CH:22]=2)=[CH:19][CH:18]=[C:17]1[C:33]1[CH:38]=[CH:37][CH:36]=[CH:35][CH:34]=1>C[O-].[Na+].CO.CS(C)=O>[C:33]1([C:17]2[N:16]([CH2:15][C:14]([NH:4][C:3]([NH2:5])=[NH:2])=[O:13])[C:20]([C:21]3[CH:26]=[CH:25][C:24]([N:27]4[CH2:28][CH2:29][CH2:30][CH2:31][CH2:32]4)=[CH:23][CH:22]=3)=[CH:19][CH:18]=2)[CH:34]=[CH:35][CH:36]=[CH:37][CH:38]=1 |f:0.1,2.3,6.7.8|. The product is C1(=CC=CC=C1)C=1N(C(=CC1)C1=CC=C(C=C1)N1CCCCC1)CC(=O)NC(=N)N (N-{2-[2-Phenyl-5-(4-piperidin-1-yl-phenyl)-pyrrol-1-yl]-acetyl}-guanidine). Reported procedure: Guanidine HCl (700 mmol, 66.5 mg) is dissolved in 1 mL of 0.5M NaOMe/methanol solution and rotated to dryness. The residue is subsequently dissolved in 400 uL dry DMSO. A white NaCl precipitate remained and the supernatant (free guanidine base in solution) is added to a vial containing [2-phenyl-5-(4-piperidin-1-yl-phenyl)-pyrrol-1-yl]-acetic acid methyl ester (170 mmol, 64 mg). The solution is agitated in a shaker at room temperature. The reaction is quenched with excess AcOH (75 uL), concentra... Run in C[O-].[Na+].CO (NaOMe methanol), CS(=O)C (DMSO). The reactants are [Na+].[Cl-] (NaCl), COC(CN1C(=CC=C1C1=CC=C(C=C1)N1CCCCC1)C1=CC=CC=C1)=O ([2-phenyl-5-(4-piperidin-1-yl-phenyl)-pyrrol-1-yl]-acetic acid methyl ester), Cl.NC(=N)N (Guanidine HCl), NC(=N)N (guanidine). The reactants are ClC1=CC=C2C(=CNC2=C1)C1CCNCC1 (6-chloro-3-(piperidin-4-yl)-1H-indole), O1[C@@H](C1)COC1=C2C=CNC2=CC=C1 ((S)-(+)-4-(oxiranylmethoxy)-1H-indole). Product: ClC1=CC=C2C(=CNC2=C1)C1CCN(CC1)C[C@@H](COC1=C2C=CNC2=CC=C1)O ((2S)-(+)-3-[4-(6-chloro-3-indolyl)piperidin-1-yl]-1-(4-indolyloxy)-2-propanol). As a reaction SMILES: [Cl:1][C:2]1[CH:10]=[C:9]2[C:5]([C:6]([CH:11]3[CH2:16][CH2:15][NH:14][CH2:13][CH2:12]3)=[CH:7][NH:8]2)=[CH:4][CH:3]=1.[O:17]1[CH2:19][C@H:18]1[CH2:20][O:21][C:22]1[CH:30]=[CH:29][CH:28]=[C:27]2[C:23]=1[CH:24]=[CH:25][NH:26]2>CO.CS(C)=O>[Cl:1][C:2]1[CH:10]=[C:9]2[C:5]([C:6]([CH:11]3[CH2:16][CH2:15][N:14]([CH2:19][C@H:18]([OH:17])[CH2:20][O:21][C:22]4[CH:30]=[CH:29][CH:28]=[C:27]5[C:23]=4[CH:24]=[CH:25][NH:26]5)[CH2:13][CH2:12]3)=[CH:7][NH:8]2)=[CH:4][CH:3]=1 |f:2.3|. Run in CO.CS(=O)C (methanol dimethylsulfoxide). Procedure: The title compound was prepared in a fashion similar to that described in Example 193 from 6-chloro-3-(piperidin-4-yl)-1H-indole (1.00 g, 4.3 mmol) and (S)-(+)-4-(oxiranylmethoxy)-1H-indole (0.81 g, 4.3 mmol). The product was isolated as a white foam. Yield 1.15 g (64%). mp 90°-95° C. FDMS m/e=423 (M+ of free base). α[D]589 =+8.81 (c=0.98, methanol/dimethylsulfoxide).